Dataset: the Open Reaction Database (ORD), a public repository of structured organic reaction records. Task: describe an organic reaction: reactants, conditions, products, and yield Reactants: NC1=NC2=CC=C(C=C2C(=N1)C(=O)N1CC2=CC=CC=C2C1)C(C(=O)O)(C)C (2-[2-amino-4-(isoindoline-2-carbonyl)quinazolin-6-yl]-2-methylpropanoic acid), C(C)(C)(C)N (tert-butylamine). The product is NC1=NC2=CC=C(C=C2C(=N1)C(=O)N1CC2=CC=CC=C2C1)C(C(=O)NC(C)(C)C)(C)C (2-[2-Amino-4-(isoindoline-2-carbonyl)quinazolin-6-yl]-N-tert-butyl-2-methylpropanamide). As a reaction SMILES: [NH2:1][C:2]1[N:11]=[C:10]([C:12]([N:14]2[CH2:22][C:21]3[C:16](=[CH:17][CH:18]=[CH:19][CH:20]=3)[CH2:15]2)=[O:13])[C:9]2[C:4](=[CH:5][CH:6]=[C:7]([C:23]([CH3:28])([CH3:27])[C:24]([OH:26])=O)[CH:8]=2)[N:3]=1.[C:29]([NH2:33])([CH3:32])([CH3:31])[CH3:30]>>[NH2:1][C:2]1[N:11]=[C:10]([C:12]([N:14]2[CH2:15][C:16]3[C:21](=[CH:20][CH:19]=[CH:18][CH:17]=3)[CH2:22]2)=[O:13])[C:9]2[C:4](=[CH:5][CH:6]=[C:7]([C:23]([CH3:27])([CH3:28])[C:24]([NH:33][C:29]([CH3:32])([CH3:31])[CH3:30])=[O:26])[CH:8]=2)[N:3]=1. Procedure: (Preparation by reaction of 2-[2-amino-4-(isoindoline-2-carbonyl)quinazolin-6-yl]-2-methylpropanoic acid [“A62”] with tert-butylamine); Starting materials: C(C)(C)C(=C(OC)C1=CC(=CC=C1)O)C(C)C (2,2-Diisopropyl-1-(3-hydroxyphenyl)-1-methoxyethene), C(C1=CC=CC=C1)(=O)Cl (Benzoyl chloride). Solvent: C(Cl)Cl (CH2Cl2), C(C)N(CC)CC (triethylamine). Conditions: time 1 hour. Yields the product C(C1=CC=CC=C1)(=O)OC=1C=C(C=CC1)C(=C(C(C)C)C(C)C)OC (1-(3-Benzoyloxyphenyl)-2,2-diisopropyl-1-methoxyethene). Reaction SMILES: [CH:1]([C:4]([CH:15]([CH3:17])[CH3:16])=[C:5]([C:8]1[CH:13]=[CH:12][CH:11]=[C:10]([OH:14])[CH:9]=1)[O:6][CH3:7])([CH3:3])[CH3:2].[C:18](Cl)(=[O:25])[C:19]1[CH:24]=[CH:23][CH:22]=[CH:21][CH:20]=1>C(Cl)Cl.C(N(CC)CC)C>[C:18]([O:14][C:10]1[CH:9]=[C:8]([C:5]([O:6][CH3:7])=[C:4]([CH:1]([CH3:3])[CH3:2])[CH:15]([CH3:17])[CH3:16])[CH:13]=[CH:12][CH:11]=1)(=[O:25])[C:19]1[CH:24]=[CH:23][CH:22]=[CH:21][CH:20]=1. Procedure details: Alkene 1b (4.5 g, 1.9 mmol) was dissolved in 50 mL of dry CH2Cl2 with 5.3 mL of anhydrous triethylamine. The flask was purged with argon and cooled in an ice bath. Benzoyl chloride (4.05 g, 2.9 mmol) was added dropwise. The cooling bath was removed and stirring continued for 1 hour at room temperature. The mixture was filtered and the solution was washed with water, dried over MgSO4 and evaporated. The residue was suspended in hexane, the solid filtered away and the solution evaporated. The resi... Reactants: [H-].[Na+] (Sodium hydride), C1(=CC=CC=C1)C1=NOC(=C1CO)\C=C\C1=CC=CC=C1 ([3-phenyl-5-((E)-styryl)-isoxazol-4-yl]-methanol), ClC1=CC=C(C=N1)C(=O)OC (methyl 6-chloropyridine-3-carboxylate). Run in C1CCOC1 (THF). Conditions: time 30 minute. Product: COC(C1=CN=C(C=C1)OCC=1C(=NOC1\C=C\C1=CC=CC=C1)C1=CC=CC=C1)=O (6-[3-Phenyl-5-((E)-styryl)-isoxazol-4-ylmethoxy]-nicotinic acid methyl ester). Isolated yield 35.0%. Reaction SMILES: [C:1]1([C:7]2[C:11]([CH2:12][OH:13])=[C:10](/[CH:14]=[CH:15]/[C:16]3[CH:21]=[CH:20][CH:19]=[CH:18][CH:17]=3)[O:9][N:8]=2)[CH:6]=[CH:5][CH:4]=[CH:3][CH:2]=1.[H-].[Na+].Cl[C:25]1[N:30]=[CH:29][C:28]([C:31]([O:33][CH3:34])=[O:32])=[CH:27][CH:26]=1>C1COCC1>[CH3:34][O:33][C:31](=[O:32])[C:28]1[CH:27]=[CH:26][C:25]([O:13][CH2:12][C:11]2[C:7]([C:1]3[CH:6]=[CH:5][CH:4]=[CH:3][CH:2]=3)=[N:8][O:9][C:10]=2/[CH:14]=[CH:15]/[C:16]2[CH:17]=[CH:18][CH:19]=[CH:20][CH:21]=2)=[N:30][CH:29]=1 |f:1.2|. Procedure details: A stirred solution of [3-phenyl-5-((E)-styryl)-isoxazol-4-yl]-methanol (1.50 g, 5.4 mmol) in THF (50 mL) was cooled in an ice bath. Sodium hydride (0.28 g of a 55% dispersion in mineral oil, 6.4 mmol) was added and the mixture was stirred for 30 min whilst allowing to warm to room temperature. To the resulting suspension was added methyl 6-chloropyridine-3-carboxylate (0.93 g, 5.4 mmol). After stirring for 2 h the reaction mixture was quenched with aqueous saturated sodium bicarbonate solution (... The reactants are C1CCOC1, CCN(C(C)C)C(C)C, Nc1cc(C2CC2)[nH]n1, O=[N+]([O-])c1cnc(Cl)cc1Cl. Product: O=[N+]([O-])c1cnc(Cl)cc1Nc1cc(C2CC2)[nH]n1. RXN SMILES: [CH2:30]1[O:31][CH2:32][CH2:33][CH2:34]1.[CH:12]([N:13]([CH2:14][CH3:15])[CH:16]([CH3:17])[CH3:18])([CH3:19])[CH3:20].[CH:21]1([c:24]2[cH:25][c:26]([NH2:29])[n:27][nH:28]2)[CH2:22][CH2:23]1.[Cl:1][c:2]1[n:3][cH:4][c:5]([N+:9](=[O:10])[O-:11])[c:6]([Cl:8])[cH:7]1>>[Cl:1][c:2]1[n:3][cH:4][c:5]([N+:9](=[O:10])[O-:11])[c:6]([NH:29][c:26]2[cH:25][c:24]([CH:21]3[CH2:22][CH2:23]3)[nH:28][n:27]2)[cH:7]1. The reactants are [O-][n+]1ccccc1Br, O=[N+]([O-])O, O=S(=O)(O)O. Yields the product O=[N+]([O-])c1cc[n+]([O-])c(Br)c1. Reaction SMILES: [Br:1][c:2]1[n+:3]([O-:8])[cH:4][cH:5][cH:6][cH:7]1.[OH:9][N+:10]([O-:11])=[O:12].[S:13](=[O:14])(=[O:15])([OH:16])[OH:17]>>[Br:1][c:2]1[n+:3]([O-:8])[cH:4][cH:5][c:6]([N+:10](=[O:9])[O-:11])[cH:7]1. The reactants are solution, FC=1C=C2C=CNC2=CC1 (5-fluoro-1H-indole). The reagents and catalysts are [BH4-].[Zn+2].[BH4-] (zinc borohydride). The solvent is CCOCC (ether), CCOCC (ether). Run at time 48 hour. Product: FC=1C=C2CCNC2=CC1 (5-Fluoro-2,3-dihydro-1H-indole). Isolated yield 102.1%. As a reaction SMILES: [F:1][C:2]1[CH:3]=[C:4]2[C:8](=[CH:9][CH:10]=1)[NH:7][CH:6]=[CH:5]2>CCOCC.[BH4-].[Zn+2].[BH4-]>[F:1][C:2]1[CH:3]=[C:4]2[C:8](=[CH:9][CH:10]=1)[NH:7][CH2:6][CH2:5]2 |f:2.3.4|. Procedure: A solution of 6.8 grams (0.05 moles) of 5-fluoro-1H-indole in 50 ml of ether was cooled to 0° C. under nitrogen. 507 ml of a 0.15M solution of zinc borohydride in ether was added dropwise. The reaction was allowed to stir for 48 hours. The reaction was quenched with dilute hydrochloric acid. The pH was adjusted to 8.0 with dilute sodium hydroxide. The ether layer was separated, dried and evaporated to give 7 grams of the titled compound. Starting materials: C(CCC)C=1N(C(=C(N1)CO)Cl)CC1=CC=C(C=C1)C1=C(C=CC=C1)C1=NN=NN1C(C1=CC=CC=C1)(C1=CC=CC=C1)C1=CC=CC=C1 (2-butyl-1-[(2'-{N-triphenylmethyltetrazol-5-yl}biphen-4-yl)methyl]-5-chloro-1H-imidazole-4-methanol), C(CCC)C=1N(C(=C(N1)CO)Cl)CC1=CC=C(C=C1)C1=C(C=CC=C1)C(=O)OC(C)(C)C (2-butyl-1-[(2'-t-butoxycarbonylbiphen-4-yl)methyl]-5-chloro-1H-imidazole-4-methanol). Yields the product C(CCC)C=1N(C(=C(N1)C=O)Cl)CC1=CC=C(C=C1)C1=C(C=CC=C1)C1=NN=NN1C(C1=CC=CC=C1)(C1=CC=CC=C1)C1=CC=CC=C1 (2-Butyl-1-[(2'-{N-triphenylmethyltetrazol-5-yl}biphen-4-yl)methyl]-5-chloro-1H-imidazole-4-carboxaldehyde). Reaction SMILES: [CH2:1]([C:5]1[N:6]([CH2:13][C:14]2[CH:19]=[CH:18][C:17]([C:20]3[CH:25]=[CH:24][CH:23]=[CH:22][C:21]=3[C:26]3[N:30]([C:31]([C:44]4[CH:49]=[CH:48][CH:47]=[CH:46][CH:45]=4)([C:38]4[CH:43]=[CH:42][CH:41]=[CH:40][CH:39]=4)[C:32]4[CH:37]=[CH:36][CH:35]=[CH:34][CH:33]=4)[N:29]=[N:28][N:27]=3)=[CH:16][CH:15]=2)[C:7]([Cl:12])=[C:8]([CH2:10][OH:11])[N:9]=1)[CH2:2][CH2:3][CH3:4].C(C1N(CC2C=CC(C3C=CC=CC=3C(OC(C)(C)C)=O)=CC=2)C(Cl)=C(CO)N=1)CCC>>[CH2:1]([C:5]1[N:6]([CH2:13][C:14]2[CH:15]=[CH:16][C:17]([C:20]3[CH:25]=[CH:24][CH:23]=[CH:22][C:21]=3[C:26]3[N:30]([C:31]([C:32]4[CH:37]=[CH:36][CH:35]=[CH:34][CH:33]=4)([C:44]4[CH:45]=[CH:46][CH:47]=[CH:48][CH:49]=4)[C:38]4[CH:39]=[CH:40][CH:41]=[CH:42][CH:43]=4)[N:29]=[N:28][N:27]=3)=[CH:18][CH:19]=2)[C:7]([Cl:12])=[C:8]([CH:10]=[O:11])[N:9]=1)[CH2:2][CH2:3][CH3:4]. Procedure details: This Step A compound can be prepared as described in Example 3, Step A, except that 2-butyl-1-[(2'-{N-triphenylmethyltetrazol-5-yl}biphen-4-yl)methyl]-5-chloro-1H-imidazole-4-methanol (European Patent Applications 253,310 and 291,969) can be used as the starting material for the oxidation instead of 2-butyl-1-[(2'-t-butoxycarbonylbiphen-4-yl)methyl]-5-chloro-1H-imidazole-4-methanol.